This data is from the Open Reaction Database (ORD), a public repository of structured organic reaction records. The task is: describe an organic reaction: reactants, conditions, products, and yield Reaction SMILES: [C:1]([CH3:2])([CH3:3])([CH3:4])[O:5][C:6](=[O:7])[NH:8][CH2:9][CH2:10][O:11][c:12]1[cH:13][cH:14][c:15]([N+:18]([O-:19])=[O:20])[cH:16][cH:17]1.[CH3:21][OH:22]>>[C:1]([CH3:2])([CH3:3])([CH3:4])[O:5][C:6](=[O:7])[NH:8][CH2:9][CH2:10][O:11][c:12]1[cH:13][cH:14][c:15]([NH2:18])[cH:16][cH:17]1. The reactants are CC(C)(C)OC(=O)NCCOc1ccc([N+](=O)[O-])cc1, CO. Yields the product CC(C)(C)OC(=O)NCCOc1ccc(N)cc1. Starting materials: ice water, S(=O)(=O)(O)O.CNC(NC)=N (dimethylguanidine sulfate), [Na] (sodium), C(C)O (ethanol), COC(CC(=O)CSCC)=O (γ-ethylmercaptoacetoacetic acid methyl ester). Conditions: time 1 hour. Yields the product CN(C1=NC(=CC(=N1)CSCC)O)C (2-dimethylamino-4-ethylmercaptomethyl-6-hydroxy-pyrimidine). As a reaction SMILES: S(O)(O)(=O)=O.C[NH:7][C:8](=[NH:11])[NH:9][CH3:10].[Na].C[O:14][C:15](=O)[CH2:16][C:17]([CH2:19][S:20][CH2:21][CH3:22])=O.[CH2:24](O)C>>[CH3:10][N:9]([CH3:24])[C:8]1[N:11]=[C:17]([CH2:19][S:20][CH2:21][CH3:22])[CH:16]=[C:15]([OH:14])[N:7]=1 |f:0.1,^1:11|. Procedure: 47.9 g of dimethylguanidine sulfate was added in portions, at room temperature, to a solution of 8.1 g of sodium in 300 ml of abs. ethanol. The mixture obtained was stirred for one hour at room temperature, and was subsequently refluxed for a further 30 minutes. After cooling, there was added dropwise 62.0 g of γ-ethylmercaptoacetoacetic acid methyl ester, and the resulting reaction mixture was refluxed for 24 hours. The reaction mixture obtained was cooled and subsequently poured into ice/water... Reactants: C#CSC, COC(=O)C=CC(=O)N1CCOC1=O, Cc1ccccc1, O=P([O-])([O-])[O-]. Yields the product COC(=O)C1C=C(SC)C1C(=O)N1CCOC1=O. Reaction SMILES: [CH3:15][S:16][C:17]#[CH:18].[CH3:1][O:2][C:3](=[O:4])[CH:5]=[CH:6][C:7](=[O:8])[N:9]1[C:10](=[O:14])[O:11][CH2:12][CH2:13]1.[CH3:24][c:25]1[cH:26][cH:27][cH:28][cH:29][cH:30]1.[O-:19][P:20](=[O:21])([O-:22])[O-:23]>>[CH3:1][O:2][C:3](=[O:4])[CH:5]1[CH:6]([C:7](=[O:8])[N:9]2[C:10](=[O:14])[O:11][CH2:12][CH2:13]2)[C:17]([S:16][CH3:15])=[CH:18]1. Reported procedure: (S)-1-ethyl-3-(4-(4-(3-ethylmorpholino)-5,6,7,8-tetrahydropyrido[3,4-d]pyrimidin-2-yl)phenyl)urea (0.251 g, 0.611 mmol) in dry N,N-Dimethylformamide (3.00 mL, 38.7 mmol) was added N,N-Diisopropylethylamine (0.310 mL, 1.78 mmol) followed by Acetyl chloride (0.0650 mL, 0.913 mmol). The reaction mixture was stirred for overnight. The reaction mixture was purified by HPLC. 1H NMR (400 MHz, DMSO) δ 8.68 (s, 1H), 8.17 (d, J=7.6, 2H), 7.48 (d, J=7.9, 2H), 6.22 (d, J=6.1, 1H), 4.78-4.63 (m, 1H), 4.44 (d... Starting materials: C(C)NC(=O)NC1=CC=C(C=C1)C=1N=C(C2=C(N1)CNCC2)N2[C@H](COCC2)CC ((S)-1-ethyl-3-(4-(4-(3-ethylmorpholino)-5,6,7,8-tetrahydropyrido[3,4-d]pyrimidin-2-yl)phenyl)urea), CN(C=O)C (N,N-Dimethylformamide), C(C)(C)N(C(C)C)CC (N,N-Diisopropylethylamine), C(C)(=O)Cl (Acetyl chloride). Yields the product C(C)(=O)N1CC=2N=C(N=C(C2CC1)N1[C@H](COCC1)CC)C1=CC=C(C=C1)NC(=O)NCC ((S)-1-(4-(7-acetyl-4-(3-ethylmorpholino)-5,6,7,8-tetrahydropyrido[3,4-d]pyrimidin-2-yl)phenyl)-3-ethylurea). As a reaction SMILES: [CH2:1]([NH:3][C:4]([NH:6][C:7]1[CH:12]=[CH:11][C:10]([C:13]2[N:14]=[C:15]([N:23]3[CH2:28][CH2:27][O:26][CH2:25][C@@H:24]3[CH2:29][CH3:30])[C:16]3[CH2:22][CH2:21][NH:20][CH2:19][C:17]=3[N:18]=2)=[CH:9][CH:8]=1)=[O:5])[CH3:2].CN(C)C=O.C(N(CC)C(C)C)(C)C.[C:45](Cl)(=[O:47])[CH3:46]>>[C:45]([N:20]1[CH2:21][CH2:22][C:16]2[C:15]([N:23]3[CH2:28][CH2:27][O:26][CH2:25][C@@H:24]3[CH2:29][CH3:30])=[N:14][C:13]([C:10]3[CH:9]=[CH:8][C:7]([NH:6][C:4]([NH:3][CH2:1][CH3:2])=[O:5])=[CH:12][CH:11]=3)=[N:18][C:17]=2[CH2:19]1)(=[O:47])[CH3:46]. Run at time 8 hour. Starting materials: CO (methanol), O=C1N(C=CC=C1)C(C)C1=CC=C(C(=O)OC)C=C1 (methyl 4-(1-(2-oxopyridin-1(2H)-yl)ethyl)benzoate), O.[OH-].[Li+] (lithium hydroxide hydrate), Cl (hydrogen chloride). Solvent: O (water). Run at time 12 hour. Product: O=C1N(C=CC=C1)C(C)C1=CC=C(C(=O)O)C=C1 (4-(1-(2-oxopyridin-1(2H)-yl)ethyl)benzoic acid). The yield is 81.5%. As a reaction SMILES: CO.[O:3]=[C:4]1[CH:9]=[CH:8][CH:7]=[CH:6][N:5]1[CH:10]([C:12]1[CH:21]=[CH:20][C:15]([C:16]([O:18]C)=[O:17])=[CH:14][CH:13]=1)[CH3:11].O.[OH-].[Li+].Cl>O>[O:3]=[C:4]1[CH:9]=[CH:8][CH:7]=[CH:6][N:5]1[CH:10]([C:12]1[CH:13]=[CH:14][C:15]([C:16]([OH:18])=[O:17])=[CH:20][CH:21]=1)[CH3:11] |f:2.3.4|. Reported procedure: To a mixed solution of methanol (10 mL) and water (2 mL), methyl 4-(1-(2-oxopyridin-1(2H)-yl)ethyl)benzoate (145 mg, 0.56 mmol) and lithium hydroxide hydrate (40 mg, 0.95 mmol) were added. The reaction mixture was stirred at room temperature for 12 hours. Then the mixture was acidified by hydrogen chloride aqueous solution (1N) to pH=6 and extracted with dichloromethane (20 mL×3). The organic phase was concentrated to give 4-(1-(2-oxopyridin-1(2H)-yl)ethyl)benzoic acid (111 mg, 81%).